From a dataset of the Open Reaction Database (ORD), a public repository of structured organic reaction records. describe an organic reaction: reactants, conditions, products, and yield The reactants are [Br-], COc1ccccc1Br, COc1ccccc1CC(=O)N1CC2C(=O)CCC(C)(c3ccccc3)C2C1, COc1ccccc1[Mg+], CCOC(C)=O, [Cl-], [Mg], [NH4+], C1CCOC1. Yields the product COc1ccccc1CC(=O)N1CC2C(C1)C(O)(c1ccccc1OC)CCC2(C)c1ccccc1. Reaction SMILES: [Br-:1].[Br:12][c:13]1[cH:14][cH:15][cH:16][cH:17][c:18]1[O:19][CH3:20].[CH3:21][C:22]1([c:43]2[cH:44][cH:45][cH:46][cH:47][cH:48]2)[CH2:23][CH2:24][C:25](=[O:42])[CH:26]2[CH2:27][N:28]([C:31]([CH2:32][c:33]3[c:34]([O:39][CH3:40])[cH:35][cH:36][cH:37][cH:38]3)=[O:41])[CH2:29][CH:30]12.[CH3:2][O:3][c:4]1[c:5]([Mg+:10])[cH:6][cH:7][cH:8][cH:9]1.[CH3:56][CH2:57][O:58][C:59](=[O:60])[CH3:61].[Cl-:49].[Mg:11].[NH4+:50].[O:51]1[CH2:52][CH2:53][CH2:54][CH2:55]1>>[CH3:2][O:3][c:4]1[c:5]([C:25]2([OH:42])[CH2:24][CH2:23][C:22]([CH3:21])([c:43]3[cH:44][cH:45][cH:46][cH:47][cH:48]3)[CH:30]3[CH:26]2[CH2:27][N:28]([C:31]([CH2:32][c:33]2[c:34]([O:39][CH3:40])[cH:35][cH:36][cH:37][cH:38]2)=[O:41])[CH2:29]3)[cH:6][cH:7][cH:8][cH:9]1.